This data is from the Open Reaction Database (ORD), a public repository of structured organic reaction records. The task is: describe an organic reaction: reactants, conditions, products, and yield Starting materials: C1(=CC=C(C=C1)S(=O)(=O)N1CCN(CCN(CCN(CCN(CCC1)S(=O)(=O)C1=CC=C(C=C1)C)S(=O)(=O)C1=CC=C(C=C1)C)S(=O)(=O)C1=CC=C(C=C1)C)S(=O)(=O)C1=CC=C(C=C1)C)C (1,4,7,10,13-penta(p-toluenesulfonyl)-1,4,7,10,13-pentaazacyclohexadecane), C(C)O (ethanol), Example 1D, OS(=O)(=O)O (H2SO4). Solvent: C(C)OCC (ethyl ether). Conditions: temperature 100 celsius, time 69 hour. The product is N1CCNCCNCCNCCNCCC1 (1,4,7,10,13-Pentaazacyclohexadecane). Isolated yield 15.0%. As a reaction SMILES: C1(C)C=CC(S([N:10]2[CH2:25][CH2:24][CH2:23][N:22](S(C3C=CC(C)=CC=3)(=O)=O)[CH2:21][CH2:20][N:19](S(C3C=CC(C)=CC=3)(=O)=O)[CH2:18][CH2:17][N:16](S(C3C=CC(C)=CC=3)(=O)=O)[CH2:15][CH2:14][N:13](S(C3C=CC(C)=CC=3)(=O)=O)[CH2:12][CH2:11]2)(=O)=O)=CC=1.OS(O)(=O)=O.C(O)C>C(OCC)C>[NH:10]1[CH2:25][CH2:24][CH2:23][NH:22][CH2:21][CH2:20][NH:19][CH2:18][CH2:17][NH:16][CH2:15][CH2:14][NH:13][CH2:12][CH2:11]1. Reported procedure: A mixture of 1,4,7,10,13-penta(p-toluenesulfonyl)-1,4,7,10,13-pentaazacyclohexadecane prepared as in Example 1D (30 g, 0.030 mole) and concentrated H2SO4 (100 ml) was heated at 100° C. with stirring under a dry argon atmosphere for 69 h. To the resulting brown solution, ethanol (200 mL) was added dropwise with stirring at 5° C., followed by ethyl ether (500 ml). The tan solid was filtered and washed thoroughly with ethyl ether. The solid was then dissolved in H2O (75 ml), the pH was adjusted to ... Starting materials: CS(=O)(=O)NC=1C=C(C=CC1)C=1C=C2C(=NNC2=C(C1)C(=O)N)C1CCNCC1 (5-{3-[(methylsulfonyl)-amino]phenyl}-3-(4-piperidinyl)-1H-indazole-7-carboxamide), C(C)(C)N(CC)C(C)C (diisopropylethylamine), CN1C(=NC(=C1)S(=O)(=O)Cl)C (1,2-dimethyl-1H-imidazole-4-sulfonyl chloride). Reagents/catalysts: CN(C)C=1C=CN=CC1 (DMAP). Yields the product CN1C(=NC(=C1)S(=O)(=O)N1CCC(CC1)C1=NNC2=C(C=C(C=C12)C1=CC(=CC=C1)NS(=O)(=O)C)C(=O)N)C (3-{1-[(1,2-dimethyl-1H-imidazol-4-yl)sulfonyl]-4-piperidinyl}-5-{3-[(methylsulfonyl)amino]phenyl}-1H-indazole-7-carboxamide). Isolated yield 12.5%. As a reaction SMILES: [CH3:1][S:2]([NH:5][C:6]1[CH:7]=[C:8]([C:12]2[CH:13]=[C:14]3[C:18](=[C:19]([C:21]([NH2:23])=[O:22])[CH:20]=2)[NH:17][N:16]=[C:15]3[CH:24]2[CH2:29][CH2:28][NH:27][CH2:26][CH2:25]2)[CH:9]=[CH:10][CH:11]=1)(=[O:4])=[O:3].C(N(C(C)C)CC)(C)C.[CH3:39][N:40]1[CH:44]=[C:43]([S:45](Cl)(=[O:47])=[O:46])[N:42]=[C:41]1[CH3:49]>CN(C1C=CN=CC=1)C>[CH3:39][N:40]1[CH:44]=[C:43]([S:45]([N:27]2[CH2:28][CH2:29][CH:24]([C:15]3[C:14]4[C:18](=[C:19]([C:21]([NH2:23])=[O:22])[CH:20]=[C:12]([C:8]5[CH:9]=[CH:10][CH:11]=[C:6]([NH:5][S:2]([CH3:1])(=[O:4])=[O:3])[CH:7]=5)[CH:13]=4)[NH:17][N:16]=3)[CH2:25][CH2:26]2)(=[O:47])=[O:46])[N:42]=[C:41]1[CH3:49]. Procedure details: Following the general procedure of Example 11, 5-{3-[(methylsulfonyl)-amino]phenyl}-3-(4-piperidinyl)-1H-indazole-7-carboxamide (Example 67) (0.07 mmol), diisopropylethylamine (100 uL, 0.56 mmol), DMAP (25 mg, 0.014 mmol) and 1,2-dimethyl-1H-imidazole-4-sulfonyl chloride (33 mg, 0.17 mmol) were reacted to give the title compound (5 mg, 13% for 3 steps). Reactants: [N+](=O)([O-])C1=C(OCC2OC(OC2)(C)C)C=CC(=C1)[N+](=O)[O-] (4-(2,4-dinitrophenoxymethyl)-2,2-dimethyl-1,3-dioxolane), [H][H] (hydrogen). The reagents and catalysts are [Pd] (palladium). Run in CO (methanol). Reaction conditions: temperature 5 celsius. The product is NC1=C(OCC2OC(OC2)(C)C)C=CC(=C1)N (4-(2,4-diaminophenoxymethyl)-2,2-dimethyl-1,3-dioxolane). RXN SMILES: [N+:1]([C:4]1[CH:18]=[C:17]([N+:19]([O-])=O)[CH:16]=[CH:15][C:5]=1[O:6][CH2:7][CH:8]1[CH2:12][O:11][C:10]([CH3:14])([CH3:13])[O:9]1)([O-])=O.[H][H]>[Pd].CO>[NH2:1][C:4]1[CH:18]=[C:17]([NH2:19])[CH:16]=[CH:15][C:5]=1[O:6][CH2:7][CH:8]1[CH2:12][O:11][C:10]([CH3:13])([CH3:14])[O:9]1. Procedure details: 215 ml of methanol are introduced into a 0.7 l autoclave, 85.3 g (0.3 mole) of 4-(2,4-dinitrophenoxymethyl)-2,2-dimethyl-1,3-dioxolane (step a) are dissolved therein and 0.6 g of palladium on active carbon 10% (Degussa) is added. After the autoclave has been closed and blanketed with nitrogen, hydrogenation is carried out under a pressure of 4 bar and at a temperature of 35 to 40° C. until no more hydrogen is taken up. 1.3 g of active carbon is added under nitrogen to the warm solution and the c... Reactants: C(CCC)N(C=1SC=C(N1)C1=CC(=CC=C1)OC)CCCC (2-di-n-butylamino-4-(3-methoxyphenyl)thiazole), C(CCC)N(C=1SC=C(N1)C1=CC(=CC=C1)OC)CCCC (2-di-n-butylamino-4-(3-methoxyphenyl)thiazole), C([O-])([O-])=O.[Na+].[Na+] (sodium carbonate), P(=O)(Cl)(Cl)Cl (phosphorus oxychloride). The solvent is CN(C)C=O (DMF), O (water), CN(C)C=O (DMF). Run at time 8 hour. Product: C(CCC)N(C=1SC(=C(N1)C1=CC(=CC=C1)OC)C=O)CCCC (2-Dibutylamino-4-(3-methoxyphenyl)-5-thiazolecarboxaldehyde). As a reaction SMILES: [CH2:1]([N:5]([CH2:19][CH2:20][CH2:21][CH3:22])[C:6]1[S:7][CH:8]=[C:9]([C:11]2[CH:16]=[CH:15][CH:14]=[C:13]([O:17][CH3:18])[CH:12]=2)[N:10]=1)[CH2:2][CH2:3][CH3:4].P(Cl)(Cl)(Cl)=O.[C:28](=O)([O-])[O-:29].[Na+].[Na+]>CN(C=O)C.O>[CH2:1]([N:5]([CH2:19][CH2:20][CH2:21][CH3:22])[C:6]1[S:7][C:8]([CH:28]=[O:29])=[C:9]([C:11]2[CH:16]=[CH:15][CH:14]=[C:13]([O:17][CH3:18])[CH:12]=2)[N:10]=1)[CH2:2][CH2:3][CH3:4] |f:2.3.4|. Reported procedure: To a solution of 100.8 g (316.5 mmol) of crude 2-di-n-butylamino-4-(3-methoxyphenyl)thiazole (compound 2-12) and 630 ml of DMF was added, over about 30 mins, a solution of 55.81 g (364 mmol) of phosphorus oxychloride in 188 ml of DMF. The mixture was stirred overnight and poured into a solution of 158.1 g of sodium carbonate in 3.5 l of water. The oily precipitate was extracted with methylene chloride, and the extract was washed with water, dried over magnesium sulfate, and concentrated. The yie... Starting materials: CC(C)(C)OC(=O)N1CCC(O)(c2nccs2)CC1, CCN(CC)S(F)(F)F, ClCCl. The product is CC(C)(C)OC(=O)N1CCC(F)(c2nccs2)CC1. RXN SMILES: [C:1]([CH3:2])([CH3:3])([CH3:4])[O:5][C:6](=[O:7])[N:8]1[CH2:9][CH2:10][C:11]([c:14]2[s:15][cH:16][cH:17][n:18]2)([OH:19])[CH2:12][CH2:13]1.[CH2:20]([N:21]([S:22]([F:23])([F:24])[F:26])[CH2:25][CH3:27])[CH3:28].[Cl:29][CH2:30][Cl:31]>>[C:1]([CH3:2])([CH3:3])([CH3:4])[O:5][C:6](=[O:7])[N:8]1[CH2:9][CH2:10][C:11]([c:14]2[s:15][cH:16][cH:17][n:18]2)([F:26])[CH2:12][CH2:13]1. The reactants are S(=O)(Cl)Cl (thionyl chloride), C([O-])(O)=O.[Na+] (sodium bicarbonate), ClC1=CC=2C3=C(N(C2C=C1)CC(CC)(O)C1=CC=NC=C1)CCN(C3)C (1-(8-Chloro-1,2,3,4-tetrahydro-2-methylpyrido[4,3-b]indol-5-yl)-2-(pyridin-4-yl)butan-2-ol), CN(C)C=O (DMF). The solvent is C(Cl)Cl (DCM), C(Cl)Cl (DCM). Reaction conditions: temperature 0 celsius, time 1 hour. The product is ClC1=CC=2C3=C(N(C2C=C1)\C=C(\CC)/C1=CC=NC=C1)CCN(C3)C ((Z)-8-chloro-2-methyl-5-(2-(pyridin-4-yl)but-1-enyl)-2,3,4,5-tetrahydro-1H-pyrido[4,3-b]indole). RXN SMILES: [Cl:1][C:2]1[CH:10]=[CH:9][C:8]2[N:7]([CH2:11][C:12]([C:16]3[CH:21]=[CH:20][N:19]=[CH:18][CH:17]=3)(O)[CH2:13][CH3:14])[C:6]3[CH2:22][CH2:23][N:24]([CH3:26])[CH2:25][C:5]=3[C:4]=2[CH:3]=1.CN(C=O)C.S(Cl)(Cl)=O.C(=O)(O)[O-].[Na+]>C(Cl)Cl>[Cl:1][C:2]1[CH:10]=[CH:9][C:8]2[N:7](/[CH:11]=[C:12](\[C:16]3[CH:21]=[CH:20][N:19]=[CH:18][CH:17]=3)/[CH2:13][CH3:14])[C:6]3[CH2:22][CH2:23][N:24]([CH3:26])[CH2:25][C:5]=3[C:4]=2[CH:3]=1 |f:3.4|. Procedure: 1-(8-Chloro-1,2,3,4-tetrahydro-2-methylpyrido[4,3-b]indol-5-yl)-2-(pyridin-4-yl)butan-2-ol (0.2 g, 0.542 mmol) was dissolved in dry DCM (10 mL) and a drop of DMF was added. The solution was cooled to 0° C. and thionyl chloride (0.1 mL, 1.6 mmol) diluted with dry DCM (2 mL) was added dropwise. Stirring was continued for 1 h at 0° C. and then at RT for 2 h. The solution was basified with saturated aqueous sodium bicarbonate and extracted with EtOAc (3×50 mL). The organic layer was dried over anhyd...